This data is from the Open Reaction Database (ORD), a public repository of structured organic reaction records. The task is: describe an organic reaction: reactants, conditions, products, and yield The reactants are C=CCOC(C)(C)C, CC(C)(C)OOC(C)(C)C, O=C1CCCCC1. Yields the product CC(C)(C)OCCCC1CCCCC1=O. As a reaction SMILES: [C:1]([CH3:2])([CH3:3])([CH3:4])[O:5][CH2:6][CH:7]=[CH2:8].[C:9]([O:10][O:11][C:12]([CH3:13])([CH3:14])[CH3:15])([CH3:16])([CH3:17])[CH3:18].[O:19]=[C:20]1[CH2:21][CH2:22][CH2:23][CH2:24][CH2:25]1>>[C:1]([CH3:2])([CH3:3])([CH3:4])[O:5][CH2:6][CH2:7][CH2:8][CH:21]1[C:20](=[O:19])[CH2:25][CH2:24][CH2:23][CH2:22]1.